From a dataset of the Open Reaction Database (ORD), a public repository of structured organic reaction records. describe an organic reaction: reactants, conditions, products, and yield The reactants are aldehyde 4-hydroxymethylbenzaldehyde, O (water), C(C)O (ethanol), [Br-].C(CCCCC)OC1=CC=C(C[P+](C2=CC=CC=C2)(C2=CC=CC=C2)C2=CC=CC=C2)C=C1 ((4-hexyloxy-benzyl)-triphenylphosphonium bromide), ice. Conditions: time 3 hour. Yields the product OCC1=CC=C(C=C1)\C=C\C1=CC=C(C=C1)OCCCCCC ((E)-4-Hydroxymethyl-4′-hexyloxystilbene). Yield: 37.0%. As a reaction SMILES: [Br-].[CH2:2]([O:8][C:9]1[CH:34]=[CH:33][C:12]([CH2:13][P+](C2C=CC=CC=2)(C2C=CC=CC=2)C2C=CC=CC=2)=[CH:11][CH:10]=1)[CH2:3][CH2:4][CH2:5][CH2:6][CH3:7].O.[CH2:36]([OH:38])[CH3:37]>>[OH:38][CH2:36][C:37]1[CH:34]=[CH:33][C:12](/[CH:13]=[CH:13]/[C:12]2[CH:11]=[CH:10][C:9]([O:8][CH2:2][CH2:3][CH2:4][CH2:5][CH2:6][CH3:7])=[CH:34][CH:33]=2)=[CH:11][CH:10]=1 |f:0.1|. Procedure: 115 mg (16.5 mmole) of Li were dissolved in 75 ml of ethanol under a nitrogen atmosphere. Then 2.05 g (15 mmole) of aldehyde 4-hydroxymethylbenzaldehyde were added and the mixture was cooled in an ice bath. Then 5.148 g (15 mmole) of (4-hexyloxy-benzyl)-triphenylphosphonium bromide were added. The mixture was stirred in the ice bath under nitrogen for 0.5 hour, and then stirred at room temperature for 3 hours. 2.5 ml of water were added and the precipitate was collected on a filter and washed wi... Product: N(C1=CC=CC=C1)C1=C(NC(C(Cl)Cl)=O)C=CC=C1 (2'-Anilino-2,2-dichloroacetanilide). Reactants: ClC(C(=O)Cl)Cl (dichloroacetyl chloride), C1=CC=C(C=C1)NC2=CC=C(C=C2)N (4-aminodiphenylamine), C1(=CC=CC=C1)NC1=C(C=CC=C1)N (N-phenyl-o-phenylenediamine), ClC(C(=O)Cl)(Cl)Cl (trichloroacetyl chloride). RXN SMILES: [Cl:1][CH:2]([Cl:6])[C:3](Cl)=[O:4].[C:7]1([NH:13][C:14]2[CH:19]=[CH:18][CH:17]=[CH:16][C:15]=2[NH2:20])[CH:12]=[CH:11][CH:10]=[CH:9][CH:8]=1.ClC(Cl)(Cl)C(Cl)=O.C1C=CC(NC2C=CC(N)=CC=2)=CC=1>>[NH:13]([C:14]1[CH:19]=[CH:18][CH:17]=[CH:16][C:15]=1[NH:20][C:3](=[O:4])[CH:2]([Cl:6])[Cl:1])[C:7]1[CH:8]=[CH:9][CH:10]=[CH:11][CH:12]=1. Procedure: This compound is prepared in the same manner as Compound I, except that dichloroacetyl chloride (5.75 g) and N-phenyl-o-phenylenediamine (7.0 g) are used in place of trichloroacetyl chloride and 4-aminodiphenylamine, respectively. The product is recrystallized from a hexane/benzene (5/1) solvent mixture. The m.p. and chemical analysis are reported in Table I. This compound, which is also called ortho-dichloroacetylaminodiphenylamine, is referred to in U.S. Pat. No. 3,250,774, May 10, 1966, Schmi... Starting materials: IC1=CC=C(C=C1)OC(F)(F)F (1-iodo-4-trifluoromethoxy-benzene), cuprous iodide, CC(CO)(CC#C)C (2,2-Dimethyl-pent-4-yn-1-ol), KHSO4 ice water. Reagents/catalysts: C=1C=CC(=CC1)[P](C=2C=CC=CC2)(C=3C=CC=CC3)[Pd]([P](C=4C=CC=CC4)(C=5C=CC=CC5)C=6C=CC=CC6)([P](C=7C=CC=CC7)(C=8C=CC=CC8)C=9C=CC=CC9)[P](C=1C=CC=CC1)(C=1C=CC=CC1)C=1C=CC=CC1 (Pd(PPh3)4). Solvent: N1CCCCC1 (piperidine), N1CCCCC1 (piperidine). Conditions: temperature 50 celsius, time 30 minute. Product: CC(CO)(CC#CC1=CC=C(C=C1)OC(F)(F)F)C (2,2-Dimethyl-5-(4-trifluoromethoxy-phenyl)-pent-4-yn-1-ol). Isolated yield 70.0%. As a reaction SMILES: I[C:2]1[CH:7]=[CH:6][C:5]([O:8][C:9]([F:12])([F:11])[F:10])=[CH:4][CH:3]=1.[CH3:13][C:14]([CH3:20])([CH2:17][C:18]#[CH:19])[CH2:15][OH:16]>N1CCCCC1.C1C=CC([P]([Pd]([P](C2C=CC=CC=2)(C2C=CC=CC=2)C2C=CC=CC=2)([P](C2C=CC=CC=2)(C2C=CC=CC=2)C2C=CC=CC=2)[P](C2C=CC=CC=2)(C2C=CC=CC=2)C2C=CC=CC=2)(C2C=CC=CC=2)C2C=CC=CC=2)=CC=1>[CH3:13][C:14]([CH3:20])([CH2:17][C:18]#[C:19][C:2]1[CH:7]=[CH:6][C:5]([O:8][C:9]([F:12])([F:11])[F:10])=[CH:4][CH:3]=1)[CH2:15][OH:16] |^1:30,32,51,70|. Procedure: A mixture of 1-iodo-4-trifluoromethoxy-benzene (3.56 g, 12 mmol), Pd(PPh3)4 (578 mg, 0.5 mmol) and cuprous iodide (95 mg, 0.5 mmol) in piperidine (40 ml) was degassed (Ar) and stirred for 30 min at 50° C. under an argon atmosphere. 2,2-Dimethyl-pent-4-yn-1-ol (1.25 g, 10 mmol, 90% purity) [Magnus, Philip; Slater, Martin J.; Principe, Lawrence M. Journal of Organic Chemistry (1989), 54(21), 5148-5153] in piperidine (20 ml) was added within 60 min at 50° C. During the addition the oil bath tempera... The reactants are CC(C(=O)OCC)N1C(CCC1)=O (ethyl α-methyl-2-oxo-1-pyrrolidineacetate), C[C@@H]1N([C@@H](CCC1)C)CCN (cis-2-(2,6-dimethyl-1-piperidinyl)ethylamine). Reaction conditions: time 20 hour. Product: C[C@@H]1N([C@@H](CCC1)C)CCNC(C(N1C(CCC1)=O)C)=O (cis-(±)-N-[2-(2,6-dimethyl-1-piperidinyl)ethyl]-α-methyl-2-oxo-1-pyrrolidineacetamide). As a reaction SMILES: [CH3:1][CH:2]([N:8]1[CH2:12][CH2:11][CH2:10][C:9]1=[O:13])[C:3]([O:5]CC)=O.[CH3:14][C@H:15]1[CH2:20][CH2:19][CH2:18][C@@H:17]([CH3:21])[N:16]1[CH2:22][CH2:23][NH2:24]>>[CH3:14][C@H:15]1[CH2:20][CH2:19][CH2:18][C@@H:17]([CH3:21])[N:16]1[CH2:22][CH2:23][NH:24][C:3](=[O:5])[CH:2]([CH3:1])[N:8]1[CH2:12][CH2:11][CH2:10][C:9]1=[O:13]. Procedure details: A mixture of 9.25 g. of ethyl α-methyl-2-oxo-1-pyrrolidineacetate (British Pat. No. 1,309,692) and 11.2 g. of cis-2-(2,6-dimethyl-1-piperidinyl)ethylamine is heated under nitrogen and an air condenser plugged with cotton for 20 hours at 150° C. The excess cis-2-(2,6-dimethyl-1-piperidinyl)ethylamine is evaporated at reduced pressure and the residue is fractionated. The product, cis-(±)-N-[2-(2,6-dimethyl-1-piperidinyl)ethyl]-α-methyl-2-oxo-1-pyrrolidineacetamide, is obtained as an oil, b.p. 168°...